Dataset: the Open Reaction Database (ORD), a public repository of structured organic reaction records. Task: describe an organic reaction: reactants, conditions, products, and yield The reactants are COC=1C=C(C(=O)CCC(=O)OCC)C=CC1OC (Ethyl 3-(3,4-dimethoxybenzoyl)propionate), B(Br)(Br)Br (boron tribromide). The solvent is ClCCl (dichloromethane). Product: OC=1C=C(C(=O)CCC(=O)OCC)C=CC1O (ethyl 3-(3,4-dihydroxybenzoyl)propionate). RXN SMILES: C[O:2][C:3]1[CH:4]=[C:5]([CH:15]=[CH:16][C:17]=1[O:18]C)[C:6]([CH2:8][CH2:9][C:10]([O:12][CH2:13][CH3:14])=[O:11])=[O:7].B(Br)(Br)Br>ClCCl>[OH:2][C:3]1[CH:4]=[C:5]([CH:15]=[CH:16][C:17]=1[OH:18])[C:6]([CH2:8][CH2:9][C:10]([O:12][CH2:13][CH3:14])=[O:11])=[O:7]. Reported procedure: Ethyl 3-(3,4-dimethoxybenzoyl)propionate was demethylated with boron tribromide in dichloromethane at -80°C to give ethyl 3-(3,4-dihydroxybenzoyl)propionate, m.p. 116°-117°C. Reactants: [OH-].[Na+] (sodium hydroxide), C1(=CC=CC=C1)S (thiophenol), O1C2CN(CCC21C2=CC=CC=C2)C (3,4-epoxy-1-methyl-4-phenyl-piperidine). Solvent: C(CO)O (ethylene glycol). Reaction conditions: time 5 minute. The product is OC1CN(CCC1(SC1=CC=CC=C1)C1=CC=CC=C1)C (3-hydroxy-1-methyl-4-phenyl-4-phenylthio-piperidine). The yield is 86.8%. As a reaction SMILES: [OH-].[Na+].[C:3]1([SH:9])[CH:8]=[CH:7][CH:6]=[CH:5][CH:4]=1.[O:10]1[C:16]2([C:17]3[CH:22]=[CH:21][CH:20]=[CH:19][CH:18]=3)[CH:11]1[CH2:12][N:13]([CH3:23])[CH2:14][CH2:15]2>C(O)CO>[OH:10][CH:11]1[C:16]([C:17]2[CH:22]=[CH:21][CH:20]=[CH:19][CH:18]=2)([S:9][C:3]2[CH:8]=[CH:7][CH:6]=[CH:5][CH:4]=2)[CH2:15][CH2:14][N:13]([CH3:23])[CH2:12]1 |f:0.1|. Procedure details: 9.6 Ml of 10% sodium hydroxide solution was added to a solution of 2.46 ml (0.024 mole) of thiophenol in 15 ml of ethylene glycol and the resulting solution stirred at room temperature for five minutes. 1.9 G (0.01 mole) of 3,4-epoxy-1-methyl-4-phenyl-piperidine was added with stirring to the above solution and the resulting solution stirred at room temperature for a further one hour. A solid began to separate after five minutes. The solid was filtered and suspended in acetone. Filtration of the... Reactants: NC1=C(C(=O)O)C=CC(=C1)NC(C1=C(C=CC=C1)OC(C)=O)=O (2-amino-4-(2'-acetoxybenzamido)-benzoic acid), COC1=C(C(=O)Cl)C=CC=C1 (2-methoxybenzoylchloride). Yields the product COC1=C(C(=O)NC2=C(C(=O)O)C=CC(=C2)NC(C2=C(C=CC=C2)OC(C)=O)=O)C=CC=C1 (2-(2'-methoxybenzamido)-4-(2'-acetoxybenzamido)-benzoic acid). RXN SMILES: [NH2:1][C:2]1[CH:10]=[C:9]([NH:11][C:12](=[O:23])[C:13]2[CH:18]=[CH:17][CH:16]=[CH:15][C:14]=2[O:19][C:20](=[O:22])[CH3:21])[CH:8]=[CH:7][C:3]=1[C:4]([OH:6])=[O:5].[CH3:24][O:25][C:26]1[CH:34]=[CH:33][CH:32]=[CH:31][C:27]=1[C:28](Cl)=[O:29]>>[CH3:24][O:25][C:26]1[CH:34]=[CH:33][CH:32]=[CH:31][C:27]=1[C:28]([NH:1][C:2]1[CH:10]=[C:9]([NH:11][C:12](=[O:23])[C:13]2[CH:18]=[CH:17][CH:16]=[CH:15][C:14]=2[O:19][C:20](=[O:22])[CH3:21])[CH:8]=[CH:7][C:3]=1[C:4]([OH:6])=[O:5])=[O:29]. Procedure: By the procedure similar to that described in Example 23, 2-amino-4-(2'-acetoxybenzamido)-benzoic acid and 2-methoxybenzoylchloride were reacted and treated to obtain crude crystals. Recrystallization from water-ethanol gave 2-(2'-methoxybenzamido)-4-(2'-acetoxybenzamido)-benzoic acid which was identical to that of Example 23. Run at time 15 hour. Reported procedure: Sodium bicarbonate (0.029 g) and N-bromosuccinimide (0.044 g) were added to a solution of 4-[3-benzyl-1-(2-cyanobenzyl)-2-oxo-1H-imidazo[4.5-c]pyridin-4-yl]-piperazine-1-carboxylic acid t-butyl ester (0.121 g) in acetonitrile (5 mL). This was then stirred at room temperature for 15 hours. Ethyl acetate (100 mL) and water (50 mL) were added, and the organic layer was dried over anhydrous magnesium sulfate, filtered, and then concentrated under reduced pressure. The residue was purified by silica ... Starting materials: C(C)(=O)OCC (Ethyl acetate), C([O-])(O)=O.[Na+] (Sodium bicarbonate), BrN1C(CCC1=O)=O (N-bromosuccinimide), C(C)(C)(C)OC(=O)N1CCN(CC1)C1=NC=CC2=C1N(C(N2CC2=C(C=CC=C2)C#N)=O)CC2=CC=CC=C2 (4-[3-benzyl-1-(2-cyanobenzyl)-2-oxo-1H-imidazo[4.5-c]pyridin-4-yl]-piperazine-1-carboxylic acid t-butyl ester). The solvent is O (water), C(C)#N (acetonitrile). Isolated yield 106.3%. RXN SMILES: C(=O)(O)[O-].[Na+].[Br:6]N1C(=O)CCC1=O.[C:14]([O:18][C:19]([N:21]1[CH2:26][CH2:25][N:24]([C:27]2[C:32]3[N:33]([CH2:46][C:47]4[CH:52]=[CH:51][CH:50]=[CH:49][CH:48]=4)[C:34](=[O:45])[N:35]([CH2:36][C:37]4[CH:42]=[CH:41][CH:40]=[CH:39][C:38]=4[C:43]#[N:44])[C:31]=3[CH:30]=[CH:29][N:28]=2)[CH2:23][CH2:22]1)=[O:20])([CH3:17])([CH3:16])[CH3:15].C(OCC)(=O)C>C(#N)C.O>[C:14]([O:18][C:19]([N:21]1[CH2:26][CH2:25][N:24]([C:27]2[C:32]3[N:33]([CH2:46][C:47]4[CH:52]=[CH:51][CH:50]=[CH:49][CH:48]=4)[C:34](=[O:45])[N:35]([CH2:36][C:37]4[CH:42]=[CH:41][CH:40]=[CH:39][C:38]=4[C:43]#[N:44])[C:31]=3[C:30]([Br:6])=[CH:29][N:28]=2)[CH2:23][CH2:22]1)=[O:20])([CH3:17])([CH3:15])[CH3:16] |f:0.1|. The product is C(C)(C)(C)OC(=O)N1CCN(CC1)C1=NC=C(C2=C1N(C(N2CC2=C(C=CC=C2)C#N)=O)CC2=CC=CC=C2)Br (4-[3-Benzyl-7-bromo-1-(2-cyanobenzyl)-2-oxo-1H-imidazo[4.5-c]pyridin-4-yl]-piperazine-1-car boxylic acid t-butyl ester).